From a dataset of the Open Reaction Database (ORD), a public repository of structured organic reaction records. describe an organic reaction: reactants, conditions, products, and yield Starting materials: C(C)(=O)OCC (ethyl acetate), N1(CCC(CC1)C(=O)OCC)C(=O)OC(C)(C)C (1-tert-butyl 4-ethyl piperidine-1,4-dicarboxylate), [Li+].CC(C)[N-]C(C)C (LDA), COCCl (methoxymethyl chloride). Run in hexanes, C1CCOC1 (THF). Conditions: temperature -78 celsius, time 1 hour. Product: COCC1(CCN(CC1)C(=O)OC(C)(C)C)C(=O)OCC (1-tert-butyl 4-ethyl 4-(methoxymethyl)piperidine-1,4-dicarboxylate), oil. The yield is 69.0%. As a reaction SMILES: [N:1]1([C:12]([O:14][C:15]([CH3:18])([CH3:17])[CH3:16])=[O:13])[CH2:6][CH2:5][CH:4]([C:7]([O:9][CH2:10][CH3:11])=[O:8])[CH2:3][CH2:2]1.[Li+].CC([N-]C(C)C)C.[CH3:27][O:28][CH2:29]Cl.C(OCC)(=O)C>C1COCC1>[CH3:27][O:28][CH2:29][C:4]1([C:7]([O:9][CH2:10][CH3:11])=[O:8])[CH2:3][CH2:2][N:1]([C:12]([O:14][C:15]([CH3:17])([CH3:16])[CH3:18])=[O:13])[CH2:6][CH2:5]1 |f:1.2|. Procedure details: To a solution of 1-tert-butyl 4-ethyl piperidine-1,4-dicarboxylate (1.0 g, 4.07 mmol) in THF (20 mL) at −78° C. under nitrogen was added dropwise LDA (1.5 M in THF, 4.0 mL, 6.10 mmol). This solution was stirred for 1 hour at −78° C., after which methoxymethyl chloride (0.8 mL, 10.5 mmol) was added. The system was allowed to warm slowly to room temperature over 2 hours. The reaction was quenched with aqueous NH4Cl and extracted with ethyl acetate (3×50 mL). The organic layer was dried over a pad ... The reactants are COC(=O)c1ccc(CBr)c(OC)c1, O=C([O-])[O-], CCC(C)=O, [K+], [K+], O=[N+]([O-])c1ccc2[nH]cnc2c1. Product: COC(=O)c1ccc(Cn2cnc3ccc([N+](=O)[O-])cc32)c(OC)c1. RXN SMILES: [Br:13][CH2:14][c:15]1[c:16]([O:25][CH3:26])[cH:17][c:18]([C:19](=[O:20])[O:21][CH3:22])[cH:23][cH:24]1.[C:27](=[O:28])([O-:29])[O-:30].[CH2:33]([C:34]([CH3:35])=[O:36])[CH3:37].[K+:31].[K+:32].[N+:1](=[O:2])([O-:3])[c:4]1[cH:5][cH:6][c:7]2[c:8]([n:9][cH:10][nH:11]2)[cH:12]1>>[N+:1](=[O:2])([O-:3])[c:4]1[cH:5][cH:6][c:7]2[c:8]([n:9]([CH2:14][c:15]3[c:16]([O:25][CH3:26])[cH:17][c:18]([C:19](=[O:20])[O:21][CH3:22])[cH:23][cH:24]3)[cH:10][n:11]2)[cH:12]1. Reactants: C(C1=CC=CC=C1)N1CC(OCC1)CN1N=C(C2=CC(=CC=C12)OC(F)F)C=1N=C2C(=NC1)N(C=C2C(=O)NC(C)(C)C)COCC[Si](C)(C)C (2-(1-((4-benzylmorpholin-2-yl)methyl)-5-(difluoromethoxy)-1H-indazol-3-yl)-N-tert-butyl-5-((2-(trimethylsilyl)ethoxy)methyl)-5H-pyrrolo[2,3-b]pyrazine-7-carboxamide), FC(C(=O)O)(F)F (trifluoroacetic acid). Run in ClCCl (dichloromethane). Conditions: time 15 hour. Product: C(C)(C)(C)NC(=O)C1=CNC2=NC=C(N=C21)C2=NN(C1=CC=C(C=C21)OC(F)F)CC2CN(CCO2)CC2=CC=CC=C2 (2-[1-(4-benzyl-morpholin-2-ylmethyl)-5-difluoromethoxy-1H-indazol-3-yl]-5H-pyrrolo[2,3-b]pyrazine-7-carboxylic acid tert-butylamide). The yield is 76.3%. RXN SMILES: [CH2:1]([N:8]1[CH2:13][CH2:12][O:11][CH:10]([CH2:14][N:15]2[C:23]3[C:18](=[CH:19][C:20]([O:24][CH:25]([F:27])[F:26])=[CH:21][CH:22]=3)[C:17]([C:28]3[N:29]=[C:30]4[C:36]([C:37]([NH:39][C:40]([CH3:43])([CH3:42])[CH3:41])=[O:38])=[CH:35][N:34](COCC[Si](C)(C)C)[C:31]4=[N:32][CH:33]=3)=[N:16]2)[CH2:9]1)[C:2]1[CH:7]=[CH:6][CH:5]=[CH:4][CH:3]=1.FC(F)(F)C(O)=O>ClCCl>[C:40]([NH:39][C:37]([C:36]1[C:30]2[C:31](=[N:32][CH:33]=[C:28]([C:17]3[C:18]4[C:23](=[CH:22][CH:21]=[C:20]([O:24][CH:25]([F:27])[F:26])[CH:19]=4)[N:15]([CH2:14][CH:10]4[O:11][CH2:12][CH2:13][N:8]([CH2:1][C:2]5[CH:7]=[CH:6][CH:5]=[CH:4][CH:3]=5)[CH2:9]4)[N:16]=3)[N:29]=2)[NH:34][CH:35]=1)=[O:38])([CH3:43])([CH3:41])[CH3:42]. Procedure details: To a stirred solution of 2-(1-((4-benzylmorpholin-2-yl)methyl)-5-(difluoromethoxy)-1H-indazol-3-yl)-N-tert-butyl-5-((2-(trimethylsilyl)ethoxy)methyl)-5H-pyrrolo[2,3-b]pyrazine-7-carboxamide (40 mg, 55.6 μmol) in dichloromethane (10 mL) was added trifluoroacetic acid (1 mL). After 15 h, the mixture was concentrated in vacuo then 25 mL of a Jan. 10, 1960 mixture of ammonium hydroxide/methanol/dichloromethane added. After 1 h the mixture was concentrate. Purification by chromatography (silica, 24 g...